From a dataset of the Open Reaction Database (ORD), a public repository of structured organic reaction records. describe an organic reaction: reactants, conditions, products, and yield The product is O=C(Nc1ncc(-c2ccc(Br)s2)s1)c1ccc2cccnc2c1O. The reactants are Nc1ncc(-c2ccc(Br)s2)s1, O, O=C(O)c1ccc2cccnc2c1O. RXN SMILES: [NH2:15][c:16]1[s:17][c:18](-[c:21]2[s:22][c:23]([Br:26])[cH:24][cH:25]2)[cH:19][n:20]1.[OH2:27].[OH:1][c:2]1[c:3]([C:12](=[O:13])[OH:14])[cH:4][cH:5][c:6]2[cH:7][cH:8][cH:9][n:10][c:11]12>>[OH:1][c:2]1[c:3]([C:12](=[O:14])[NH:15][c:16]2[s:17][c:18](-[c:21]3[s:22][c:23]([Br:26])[cH:24][cH:25]3)[cH:19][n:20]2)[cH:4][cH:5][c:6]2[cH:7][cH:8][cH:9][n:10][c:11]12. Starting materials: CCOC(=O)Cc1ccc(OC)c(Oc2ccc(Cl)cc2CBr)c1, SCc1ccccc1, C1COCCO1, [H-], [Na+]. Yields the product CCOC(=O)Cc1ccc(OC)c(Oc2ccc(Cl)cc2CSCc2ccccc2)c1. Reaction SMILES: [CH2:1]([CH3:2])[O:3][C:4]([CH2:5][c:6]1[cH:7][c:8]([O:14][c:15]2[c:16]([CH2:22][Br:23])[cH:17][c:18]([Cl:21])[cH:19][cH:20]2)[c:9]([O:12][CH3:13])[cH:10][cH:11]1)=[O:24].[CH2:25]([c:26]1[cH:27][cH:28][cH:29][cH:30][cH:31]1)[SH:32].[CH2:35]1[O:36][CH2:37][CH2:38][O:39][CH2:40]1.[H-:33].[Na+:34]>>[CH2:1]([CH3:2])[O:3][C:4]([CH2:5][c:6]1[cH:7][c:8]([O:14][c:15]2[c:16]([CH2:22][S:32][CH2:25][c:26]3[cH:27][cH:28][cH:29][cH:30][cH:31]3)[cH:17][c:18]([Cl:21])[cH:19][cH:20]2)[c:9]([O:12][CH3:13])[cH:10][cH:11]1)=[O:24]. Reactants: C(CC)OCC1=C(OC=2C=CC3=C(C=C(CCS3(=O)=O)C(=O)OC)C2)C=CC=C1 (methyl 7-(2-propoxymethylphenoxy)-1,1-dioxo-2,3-dihydro-1-benzothiepine-4-carboxylate), aqueous solution, C([O-])([O-])=O.[K+].[K+] (potassium carbonate), Cl (hydrochloric acid). The solvent is C1CCOC1.CO (THF methanol). Run at temperature 65 celsius, time 20 hour. Yields the product C(CC)OCC1=C(OC=2C=CC3=C(C=C(CCS3(=O)=O)C(=O)O)C2)C=CC=C1 (7-(2-propoxymethylphenoxy)-1,1-dioxo-2,3-dihydro-1-benzothiepine-4-carboxylic acid). Yield: 64.0%. As a reaction SMILES: [CH2:1]([O:4][CH2:5][C:6]1[CH:29]=[CH:28][CH:27]=[CH:26][C:7]=1[O:8][C:9]1[CH:10]=[CH:11][C:12]2[S:18](=[O:20])(=[O:19])[CH2:17][CH2:16][C:15]([C:21]([O:23]C)=[O:22])=[CH:14][C:13]=2[CH:25]=1)[CH2:2][CH3:3].C(=O)([O-])[O-].[K+].[K+].Cl>C1COCC1.CO>[CH2:1]([O:4][CH2:5][C:6]1[CH:29]=[CH:28][CH:27]=[CH:26][C:7]=1[O:8][C:9]1[CH:10]=[CH:11][C:12]2[S:18](=[O:20])(=[O:19])[CH2:17][CH2:16][C:15]([C:21]([OH:23])=[O:22])=[CH:14][C:13]=2[CH:25]=1)[CH2:2][CH3:3] |f:1.2.3,5.6|. Reported procedure: Into a solution of methyl 7-(2-propoxymethylphenoxy)-1,1-dioxo-2,3-dihydro-1-benzothiepine-4-carboxylate (0.37 g) in THF-methanol (10-5 ml) was added at room temperature a 1 M aqueous solution of potassium carbonate (1.8 ml), and the resulting mixture was stirred at 65° C. for 20 hours. After cooling to room temperature, 1 N hydrochloric acid (10 ml) was added to the reaction mixture, which was extracted with ethyl acetate. The organic layer was washed with an aqueous saturated solution of sodiu... RXN SMILES: [C:28].[CH2:1]([c:2]1[cH:3][cH:4][cH:5][cH:6][cH:7]1)[N:8]1[C:9](=[O:27])[CH2:10][CH2:11][c:12]2[c:13]([CH:19]=[C:20]3[C:21](=[O:26])[NH:22][C:23](=[O:25])[S:24]3)[cH:14][cH:15][c:16]([OH:18])[c:17]21.[O:30]=[CH:31][N:32]([CH3:33])[CH3:34].[Pd:29]>>[CH2:1]([c:2]1[cH:3][cH:4][cH:5][cH:6][cH:7]1)[N:8]1[C:9](=[O:27])[CH2:10][CH2:11][c:12]2[c:13]([CH2:19][CH:20]3[C:21](=[O:26])[NH:22][C:23](=[O:25])[S:24]3)[cH:14][cH:15][c:16]([OH:18])[c:17]21. The product is O=C1NC(=O)C(Cc2ccc(O)c3c2CCC(=O)N3Cc2ccccc2)S1. The reactants are C, O=C1NC(=O)C(=Cc2ccc(O)c3c2CCC(=O)N3Cc2ccccc2)S1, CN(C)C=O, [Pd]. Reactants: CCOC(=O)c1cnc(N2CCCC2C(=O)OC(C)(C)C)nc1, Cl, C1COCCO1. The product is CCOC(=O)c1cnc(N2CCCC2C(=O)O)nc1. Reaction SMILES: [C:2]([CH3:3])([CH3:4])([CH3:5])[O:6][C:7](=[O:8])[CH:9]1[N:10]([c:14]2[n:15][cH:16][c:17]([C:20](=[O:21])[O:22][CH2:23][CH3:24])[cH:18][n:19]2)[CH2:11][CH2:12][CH2:13]1.[ClH:1].[O:25]1[CH2:26][CH2:27][O:28][CH2:29][CH2:30]1>>[O:6]=[C:7]([OH:8])[CH:9]1[N:10]([c:14]2[n:15][cH:16][c:17]([C:20](=[O:21])[O:22][CH2:23][CH3:24])[cH:18][n:19]2)[CH2:11][CH2:12][CH2:13]1. The reactants are C(C1=CC=CC=C1)OC=1C(=NC=CC1OC)C (3-Benzyloxy-4-methoxy-2-methylpyridine), ClC1=CC(=CC=C1)C(=O)OO (m-Chloroperbenzoic acid). The solvent is ClCCl (dichloromethane). Conditions: temperature 80 celsius, time 8 hour. Product: C(C1=CC=CC=C1)OC=1C(=NC=CC1OC)CO (3-benzyloxy-2-hydroxymethyl-4-methoxypyridine). Isolated yield 79.7%. As a reaction SMILES: [CH2:1]([O:8][C:9]1[C:10]([CH3:17])=[N:11][CH:12]=[CH:13][C:14]=1[O:15][CH3:16])[C:2]1[CH:7]=[CH:6][CH:5]=[CH:4][CH:3]=1.ClC1C=CC=C(C(OO)=[O:26])C=1>ClCCl>[CH2:1]([O:8][C:9]1[C:10]([CH2:17][OH:26])=[N:11][CH:12]=[CH:13][C:14]=1[O:15][CH3:16])[C:2]1[CH:3]=[CH:4][CH:5]=[CH:6][CH:7]=1. Procedure details: 3-Benzyloxy-4-methoxy-2-methylpyridine (23.0 g) was dissolved in 200 ml of dichloromethane. m-Chloroperbenzoic acid (20.7 g) was added to the solution under ice cooling, and a reaction was allowed to proceed at room temperature overnight. The reaction product was washed with an aqueous saturated sodium hydrogensulfite solution and an aqueous saturated sodium hydrogencarbonate solution, and the washed reaction product was dried over anhydrous sodium sulfate. The solvent was concentrated under the... The reactants are C(C=C)Cl (allyl chloride), O (water), [OH-].[Na+] (sodium hydroxide), C1(CCCCCCCCCCC1)=O (cyclododecanone). The reagents and catalysts are [Br-].C(CCC)[N+](CCCC)(CCCC)CCCC (tetrabutylammonium bromide). Solvent: C1(=CC=CC=C1)C (toluene). Reaction conditions: time 1 hour. Yields the product C(C=C)C1C(CCCCCCCCCC1)=O (2-(2-propenyl)-cyclododecanone). As a reaction SMILES: [OH-].[Na+].[C:3]1(=[O:15])[CH2:14][CH2:13][CH2:12][CH2:11][CH2:10][CH2:9][CH2:8][CH2:7][CH2:6][CH2:5][CH2:4]1.[CH2:16](Cl)[CH:17]=[CH2:18].O>C1(C)C=CC=CC=1.[Br-].C([N+](CCCC)(CCCC)CCCC)CCC>[CH2:18]([CH:4]1[CH2:5][CH2:6][CH2:7][CH2:8][CH2:9][CH2:10][CH2:11][CH2:12][CH2:13][CH2:14][C:3]1=[O:15])[CH:17]=[CH2:16] |f:0.1,6.7|. Procedure: 40 g (1 mole) of sodium hydroxide platelets, 182 g (1 mole) of cyclododecanone dissolved in 200 ml of toluene, and 10 g of tetrabutylammonium bromide are placed in a 500 ml three-necked flask provided with a stirrer, reflux cooler and dropping funnel. Over a period of one hour, 1 mole of allyl chloride is added dropwise, with stirring, at a reaction-mixture temperature of from 70° to 80° C. The reaction mixture is subsequently stirred for a further 5 hours at 80° C. and finally 200 ml of water a... The reactants are C(C1=CC=CC=C1)OC1=CC=C(C=C1)C1=NOC(=C1)C(=O)NC(C(=O)OC)C(C)C (Methyl 2-(3-(4-(benzyloxy)phenyl)isoxazole-5-carboxamido)-3-methylbutanoate). Reagents/catalysts: [Pd] (Palladium on carbon). Run in C1CCOC1 (THF). Run at time 3 hour. Yields the product OC1=CC=C(C=C1)C1=NOC(=C1)C(=O)NC(C(=O)OC)C(C)C (Methyl 2-(3-(4-hydroxyphenyl)isoxazole-5-carboxamido)-3-methylbutanoate). Reaction SMILES: C([O:8][C:9]1[CH:14]=[CH:13][C:12]([C:15]2[CH:19]=[C:18]([C:20]([NH:22][CH:23]([CH:28]([CH3:30])[CH3:29])[C:24]([O:26][CH3:27])=[O:25])=[O:21])[O:17][N:16]=2)=[CH:11][CH:10]=1)C1C=CC=CC=1>C1COCC1.[Pd]>[OH:8][C:9]1[CH:14]=[CH:13][C:12]([C:15]2[CH:19]=[C:18]([C:20]([NH:22][CH:23]([CH:28]([CH3:30])[CH3:29])[C:24]([O:26][CH3:27])=[O:25])=[O:21])[O:17][N:16]=2)=[CH:11][CH:10]=1. Procedure details: To Methyl 2-(3-(4-(benzyloxy)phenyl)isoxazole-5-carboxamido)-3-methylbutanoate (6 g) in THF (120 ml), 10% Palladium on carbon (Wet, 600 mg) was added and hydrogenated at 50 psi for 3 hours. Reaction mixture was filtered through Celite and filtrate was concentrated to obtain yellow residue. This residue was purified by column chromatography (silica gel, EtOAc—CHCl3) to obtain yellow solid, which was crystallized using DCM—Petroleum ether to obtain the title compound as pale yellow solid. Yield: 2... Starting materials: O=C1CCC(=O)N1Br, O=C(OOC(=O)c1ccccc1)c1ccccc1, ClC(Cl)(Cl)Cl, CC=C(c1ccccc1)c1ccccc1C. The product is Cc1ccccc1C(=CCBr)c1ccccc1. RXN SMILES: [Br:17][N:18]1[C:19](=[O:20])[CH2:21][CH2:22][C:23]1=[O:24].[C:25]([O:26][O:27][C:28](=[O:29])[c:30]1[cH:31][cH:32][cH:33][cH:34][cH:35]1)(=[O:36])[c:37]1[cH:38][cH:39][cH:40][cH:41][cH:42]1.[C:43]([Cl:44])([Cl:45])([Cl:46])[Cl:47].[CH3:1][c:2]1[c:3]([C:8](=[CH:9][CH3:10])[c:11]2[cH:12][cH:13][cH:14][cH:15][cH:16]2)[cH:4][cH:5][cH:6][cH:7]1>>[CH3:1][c:2]1[c:3]([C:8](=[CH:9][CH2:10][Br:17])[c:11]2[cH:12][cH:13][cH:14][cH:15][cH:16]2)[cH:4][cH:5][cH:6][cH:7]1. The reactants are NOC1CCCCO1, CN(C)C=O, CC(O)C(CC1CCC(c2ccccc2)CC1)C(=O)O, On1nnc2ccccc21. Yields the product CC(O)C(CC1CCC(c2ccccc2)CC1)C(=O)NOC1CCCCO1. Reaction SMILES: [O:21]1[CH:22]([O:27][NH2:28])[CH2:23][CH2:24][CH2:25][CH2:26]1.[O:39]=[CH:40][N:41]([CH3:42])[CH3:43].[OH:1][CH:2]([CH:3]([C:4](=[O:5])[OH:6])[CH2:7][CH:8]1[CH2:9][CH2:10][CH:11]([c:14]2[cH:15][cH:16][cH:17][cH:18][cH:19]2)[CH2:12][CH2:13]1)[CH3:20].[OH:29][n:30]1[c:31]2[c:32]([cH:33][cH:34][cH:35][cH:36]2)[n:37][n:38]1>>[OH:1][CH:2]([CH:3]([C:4](=[O:6])[NH:28][O:27][CH:22]1[O:21][CH2:26][CH2:25][CH2:24][CH2:23]1)[CH2:7][CH:8]1[CH2:9][CH2:10][CH:11]([c:14]2[cH:15][cH:16][cH:17][cH:18][cH:19]2)[CH2:12][CH2:13]1)[CH3:20].